This data is from the Open Reaction Database (ORD), a public repository of structured organic reaction records. The task is: describe an organic reaction: reactants, conditions, products, and yield Reactants: [K+], [K+], Cc1ccc(S(=O)(=O)Sc2cc(C)c(N)cc2C(C)(C)C)cc1, O=C([O-])[O-], CN(C)C=O, O=C1C=C(O)CC(CCc2ccc(O)cc2)(CCc2ccc(O)cc2)O1. Yields the product Cc1cc(SC2=C(O)CC(CCc3ccc(O)cc3)(CCc3ccc(O)cc3)OC2=O)c(C(C)(C)C)cc1N. Reaction SMILES: [K+:50].[K+:51].[NH2:27][c:28]1[cH:29][c:30]([C:46]([CH3:47])([CH3:48])[CH3:49])[c:31]([S:35][S:36]([c:37]2[cH:38][cH:39][c:40]([CH3:41])[cH:42][cH:43]2)(=[O:44])=[O:45])[cH:32][c:33]1[CH3:34].[O-:52][C:53]([O-:54])=[O:55].[O:56]=[CH:57][N:58]([CH3:59])[CH3:60].[OH:1][C:2]1=[CH:3][C:4](=[O:26])[O:5][C:6]([CH2:8][CH2:9][c:10]2[cH:11][cH:12][c:13]([OH:16])[cH:14][cH:15]2)([CH2:17][CH2:18][c:19]2[cH:20][cH:21][c:22]([OH:25])[cH:23][cH:24]2)[CH2:7]1>>[OH:1][C:2]1=[C:3]([S:35][c:31]2[c:30]([C:46]([CH3:47])([CH3:48])[CH3:49])[cH:29][c:28]([NH2:27])[c:33]([CH3:34])[cH:32]2)[C:4](=[O:26])[O:5][C:6]([CH2:8][CH2:9][c:10]2[cH:11][cH:12][c:13]([OH:16])[cH:14][cH:15]2)([CH2:17][CH2:18][c:19]2[cH:20][cH:21][c:22]([OH:25])[cH:23][cH:24]2)[CH2:7]1. Starting materials: [H-].[Na+] (Sodium hydride), O=C1N(CC[C@@]12CN(CCC2)C2=CC=C(C=C2)NC(OC)=O)C2CCOCC2 (methyl {4-[(5S)-1-oxo-2-(tetrahydro-2H-pyran-4-yl)-2,7-diazaspiro[4.5]dec-7-yl]phenyl}carbamate), O1CCCC1 (tetrahydrofuran), CI (methyl iodide). Run at time 5 minute. The product is CN(C(OC)=O)C1=CC=C(C=C1)N1C[C@@]2(CCN(C2=O)C2CCOCC2)CCC1 (Methyl methyl{4-[(5S)-1-oxo-2-(tetrahydro-2H-pyran-4-yl)-2,7-diazaspiro[4.5]dec-7-yl]phenyl}carbamate). RXN SMILES: [H-].[Na+].[O:3]=[C:4]1[C@@:8]2([CH2:13][CH2:12][CH2:11][N:10]([C:14]3[CH:19]=[CH:18][C:17]([NH:20][C:21](=[O:24])[O:22][CH3:23])=[CH:16][CH:15]=3)[CH2:9]2)[CH2:7][CH2:6][N:5]1[CH:25]1[CH2:30][CH2:29][O:28][CH2:27][CH2:26]1.O1CCC[CH2:32]1.CI>>[CH3:32][N:20]([C:17]1[CH:18]=[CH:19][C:14]([N:10]2[CH2:11][CH2:12][CH2:13][C@@:8]3([C:4](=[O:3])[N:5]([CH:25]4[CH2:30][CH2:29][O:28][CH2:27][CH2:26]4)[CH2:6][CH2:7]3)[CH2:9]2)=[CH:15][CH:16]=1)[C:21](=[O:24])[O:22][CH3:23] |f:0.1|. Procedure details: Sodium hydride (1.6 mg, 0.000041 mol) was added to a solution of methyl {4-[(5S)-1-oxo-2-(tetrahydro-2H-pyran-4-yl)-2,7-diazaspiro[4.5]dec-7-yl]phenyl}carbamate (8.0 mg, 0.000021 mol) in tetrahydrofuran (1.0 mL, 0.012 mol) at rt. After stirring for 5 min., methyl iodide (2.6 μL, 0.000041 mol) was added and the reaction mixture was stirred for 1 h at rt. The crude product was purified by prep-HPLC. LC-MS: 402.3 (M+H)+. Reactants: C(CCCC)NCCCCC (diamyl amine), [OH-].[Na+] (NaOH), reagent, CC(C)O (2-propanol), C(=S)=S (Carbon disulfide), C(=S)=S (carbon disulfide). Yields the product C(CCCC)N(C([S-])=S)CCCCC.[Na+] (Sodium Diamyldithiocarbamate). As a reaction SMILES: [CH2:1]([NH:6][CH2:7][CH2:8][CH2:9][CH2:10][CH3:11])[CH2:2][CH2:3][CH2:4][CH3:5].[OH-].[Na+:13].CC(O)C.[C:18](=[S:20])=[S:19]>>[CH2:7]([N:6]([CH2:1][CH2:2][CH2:3][CH2:4][CH3:5])[C:18](=[S:19])[S-:20])[CH2:8][CH2:9][CH2:10][CH3:11].[Na+:13] |f:1.2,5.6|. Reported procedure: To a 250 mL 3-neck round bottom reaction flask equipped with an overhead stirrer, a thermocouple probe, a reflux condenser, a Claisen adapter, and a 25 mL addition funnel, 30.0 g (0.19 mol) of diamyl amine, 15.3 g of a 50 weight percent NaOH solution (0.19 mol NaOH) and 100 mL reagent 2-propanol was added. 12.5 mL (0.21 mol) carbon disulfide was charged to the addition funnel. Carbon disulfide was added over a half-hour period. The reaction temperature was maintained at 25°-30° C. The product wa...